From a dataset of the Open Reaction Database (ORD), a public repository of structured organic reaction records. describe an organic reaction: reactants, conditions, products, and yield Reactants: S1(=O)(=O)CC=CC1 (Butadiene sulfone), C1(=CC=CC=C1)NN (phenyl hydrazine), [OH-].[K+] (KOH). Reaction conditions: temperature 60 celsius, time 10 hour. Yields the product C1(=CC=CC=C1)N(N)C1CS(=O)(=O)CC1 (N-Phenyl-N-sulfolan-3-ylhydrazine). Yield: 53.0%. RXN SMILES: [S:1]1([CH2:7][CH:6]=[CH:5][CH2:4]1)(=[O:3])=[O:2].[C:8]1([NH:14][NH2:15])[CH:13]=[CH:12][CH:11]=[CH:10][CH:9]=1.[OH-].[K+]>>[C:8]1([N:14]([CH:5]2[CH2:6][CH2:7][S:1](=[O:3])(=[O:2])[CH2:4]2)[NH2:15])[CH:13]=[CH:12][CH:11]=[CH:10][CH:9]=1 |f:2.3|. Procedure details: Butadiene sulfone (0.5 mol, obtained from Aldrich chemicals, Milwaukee, Wis.) and phenyl hydrazine (0.55 mol, 1.1 equiv. obtained from Aldrich Chemicals, Milwaukee, Wis.) were stirred for 5-10 minutes, and then 40% aqueous KOH solution (0.005 mol, 0.01 equiv. obtained from Aldrich Chemicals, Milwaukee, Wis.)) was added. The mixture was heated at 60° C. for 2 hours whereupon a solid separated. After 10 hours at room temperature, the solid was filtered, washed with excess of water and recrystalliz... The product is C(C)(C)(C)OC(=O)NCCCCC(C(C(=O)OC)C1=CC=CC=C1)=O (methyl 7-(N-t-butoxycarbonylamino)-3-oxo-2-phenylheptanoate). Reported procedure: The target compound was prepared as a pale yellow oil in an amount 7.7 g at a yield of 95.7% in the same manner as in Example 1 except that 5.0 g (23 mmol) of 5-(N-t-butoxycarbonylamino)pentanoic acid instead of 5-(N-benzyloxycarbonylamino)pentanoic acid was dissolved in 25 ml of THF and 4.1 g (25.3 mmol) of CDI was added; 9.05 ml (69 mmol) of diisopropylamine and 25 ml of THF were added and 42 ml (69 mmol) of 1.63N BA solution was added dropwise; 10.4 g (69 mmol) of methyl phenylacetate was dis... RXN SMILES: [C:1]([O:5][C:6]([NH:8][CH2:9][CH2:10][CH2:11][CH2:12][C:13]([OH:15])=O)=[O:7])([CH3:4])([CH3:3])[CH3:2].C1N=CN(C(N2C=NC=C2)=O)C=1.C(NC(C)C)(C)C.[C:35]1([CH2:41][C:42]([O:44][CH3:45])=[O:43])[CH:40]=[CH:39][CH:38]=[CH:37][CH:36]=1.[Cl-].[NH4+]>C1COCC1>[C:1]([O:5][C:6]([NH:8][CH2:9][CH2:10][CH2:11][CH2:12][C:13](=[O:15])[CH:41]([C:35]1[CH:40]=[CH:39][CH:38]=[CH:37][CH:36]=1)[C:42]([O:44][CH3:45])=[O:43])=[O:7])([CH3:2])([CH3:3])[CH3:4] |f:4.5|. Starting materials: C(C)(C)(C)OC(=O)NCCCCC(=O)O (5-(N-t-butoxycarbonylamino)pentanoic acid), C1(=CC=CC=C1)CC(=O)OC (methyl phenylacetate), C(C)(C)NC(C)C (diisopropylamine), C1=CN(C=N1)C(=O)N2C=CN=C2 (CDI), [Cl-].[NH4+] (ammonium chloride). The solvent is C1CCOC1 (THF), C1CCOC1 (THF), C1CCOC1 (THF). The yield is 95.7%. Procedure details: Analogous to the procedures described in Example 2, N-(4-Chlorobenzyl)-2-(chloromethyl)-7-methyl-4-oxo-4,7-dihydrothieno[2,3-b]pyridine-5-carboxamide (Preparation 1) is treated with 2-furyl(pyrrolidin-2-yl)methanol (Preparation 4) to afford the title compound As a reaction SMILES: [Cl:1][C:2]1[CH:24]=[CH:23][C:5]([CH2:6][NH:7][C:8]([C:10]2[C:11](=[O:22])[C:12]3[CH:19]=[C:18]([CH2:20]Cl)[S:17][C:13]=3[N:14]([CH3:16])[CH:15]=2)=[O:9])=[CH:4][CH:3]=1.[O:25]1[CH:29]=[CH:28][CH:27]=[C:26]1[CH:30]([CH:32]1[CH2:36][CH2:35][CH2:34][NH:33]1)[OH:31]>>[Cl:1][C:2]1[CH:24]=[CH:23][C:5]([CH2:6][NH:7][C:8]([C:10]2[C:11](=[O:22])[C:12]3[CH:19]=[C:18]([CH2:20][N:33]4[CH2:34][CH2:35][CH2:36][C@@H:32]4[C@H:30]([C:26]4[O:25][CH:29]=[CH:28][CH:27]=4)[OH:31])[S:17][C:13]=3[N:14]([CH3:16])[CH:15]=2)=[O:9])=[CH:4][CH:3]=1. Product: ClC1=CC=C(CNC(=O)C=2C(C3=C(N(C2)C)SC(=C3)CN3[C@H](CCC3)[C@@H](O)C=3OC=CC3)=O)C=C1 (N-(4-Chlorobenzyl)-2-(((2R*)-2-((R*)-2-furyl(hydroxy)methyl)pyrrolidin-1-yl)-methyl)-7-methyl-oxo-4,7-dihydrothieno[2,3-b]pyridine-5-carboxamide). Starting materials: ClC1=CC=C(CNC(=O)C=2C(C3=C(N(C2)C)SC(=C3)CCl)=O)C=C1 (N-(4-Chlorobenzyl)-2-(chloromethyl)-7-methyl-4-oxo-4,7-dihydrothieno[2,3-b]pyridine-5-carboxamide), O1C(=CC=C1)C(O)C1NCCC1 (2-furyl(pyrrolidin-2-yl)methanol).